Task: describe an organic reaction: reactants, conditions, products, and yield. Dataset: the Open Reaction Database (ORD), a public repository of structured organic reaction records Starting materials: CC(C)(C)OC(=O)N(CC=O)CC(O[Si](C)(C)C(C)(C)C)c1cccc(Cl)c1, CCOC(C)=O, COC(=O)c1cc(-c2cccc(N)c2)cc2c1OCC2, CCCCCC. Product: COC(=O)c1cc(-c2cccc(NCCN(CC(O[Si](C)(C)C(C)(C)C)c3cccc(Cl)c3)C(=O)OC(C)(C)C)c2)cc2c1OCC2. RXN SMILES: [C:21]([CH3:22])([CH3:23])([CH3:24])[O:25][C:26](=[O:27])[N:28]([CH2:29][CH:30]([c:31]1[cH:32][c:33]([Cl:37])[cH:34][cH:35][cH:36]1)[O:38][Si:39]([CH3:40])([CH3:41])[C:42]([CH3:43])([CH3:44])[CH3:45])[CH2:46][CH:47]=[O:48].[C:49]([O:50][CH2:51][CH3:52])(=[O:53])[CH3:54].[CH3:1][O:2][C:3](=[O:4])[c:5]1[cH:6][c:7](-[c:14]2[cH:15][c:16]([NH2:20])[cH:17][cH:18][cH:19]2)[cH:8][c:9]2[c:13]1[O:12][CH2:11][CH2:10]2.[CH3:55][CH2:56][CH2:57][CH2:58][CH2:59][CH3:60]>>[CH3:1][O:2][C:3](=[O:4])[c:5]1[cH:6][c:7](-[c:14]2[cH:15][c:16]([NH:20][CH2:47][CH2:46][N:28]([C:26]([O:25][C:21]([CH3:22])([CH3:23])[CH3:24])=[O:27])[CH2:29][CH:30]([c:31]3[cH:32][c:33]([Cl:37])[cH:34][cH:35][cH:36]3)[O:38][Si:39]([CH3:40])([CH3:41])[C:42]([CH3:43])([CH3:44])[CH3:45])[cH:17][cH:18][cH:19]2)[cH:8][c:9]2[c:13]1[O:12][CH2:11][CH2:10]2. Reactants: C(=O)(OCC1C2=CC=CC=C2C2=CC=CC=C12)C(CCCCCN)O (FMOC-6-aminohexanol), C(=O)(Cl)Cl (phosgene). Run in O1CCCC1 (tetrahydrofuran). Conditions: time 15 hour. Product: ClC(=O)OC(CCCCCN)C(=O)OCC1C2=CC=CC=C2C2=CC=CC=C12 (FMOC-6-aminohexanol chloroformate). RXN SMILES: [C:1]([CH:18]([OH:25])[CH2:19][CH2:20][CH2:21][CH2:22][CH2:23][NH2:24])([O:3][CH2:4][CH:5]1[C:17]2[C:12](=[CH:13][CH:14]=[CH:15][CH:16]=2)[C:11]2[C:6]1=[CH:7][CH:8]=[CH:9][CH:10]=2)=[O:2].[C:26](Cl)([Cl:28])=[O:27]>O1CCCC1>[Cl:28][C:26]([O:25][CH:18]([C:1]([O:3][CH2:4][CH:5]1[C:17]2[C:12](=[CH:13][CH:14]=[CH:15][CH:16]=2)[C:11]2[C:6]1=[CH:7][CH:8]=[CH:9][CH:10]=2)=[O:2])[CH2:19][CH2:20][CH2:21][CH2:22][CH2:23][NH2:24])=[O:27]. Procedure details: A solution of FMOC-6-aminohexanol (617.2 mg, 1.5 mmol) in tetrahydrofuran (6 ml) was heated and then cooled to room temperature. To this solution was then added phosgene (2.9 ml, 1.93M in toluene). The reaction was stirred at room temperature for 15 hours and concentrated in vacuo to yield FMOC-6-aminohexanol chloroformate which was used immediately without further purification.